describe an organic reaction: reactants, conditions, products, and yield From a dataset of the Open Reaction Database (ORD), a public repository of structured organic reaction records. Product: BrC=1C(=NNC1)NC1=CC=CC=C1 (bromoanilinopyrazole). Reported procedure: The bromohydroxyquinoline (1.97 g, 8.79 mmol) was dissolved in 21 ml of ethylene glycol and hydrazine hydrat (4.2 ml) was added. To this mixture were added 1.3 g (12.2 mmol) of hydrazine dihydrochloride, and the resulting mixture was heated to reflux and stirred under nitrogen. The resulting material was poured onto 300 ml of H2O. The mixture was extracted with CH2Cl2, basified with NaHCO3 and extracted further with CH2Cl2. The combined organic portions were washed with water, dried over Na2SO4,... Starting materials: O (H2O), BrC=1C(=NC2=CC=CC=C2C1)O (bromohydroxyquinoline), Cl.Cl.NN (hydrazine dihydrochloride), O.NN (hydrazine hydrat). RXN SMILES: [Br:1][C:2]1[C:3](O)=[N:4][C:5]2[C:10]([CH:11]=1)=[CH:9][CH:8]=[CH:7][CH:6]=2.O.[NH2:14][NH2:15].Cl.Cl.NN.O>C(O)CO>[Br:1][C:2]1[C:3]([NH:4][C:5]2[CH:10]=[CH:9][CH:8]=[CH:7][CH:6]=2)=[N:14][NH:15][CH:11]=1 |f:1.2,3.4.5|. Run in C(CO)O (ethylene glycol).